Dataset: the Open Reaction Database (ORD), a public repository of structured organic reaction records. Task: describe an organic reaction: reactants, conditions, products, and yield Reactants: C[Si](C)(C)[N-][Si](C)(C)C.[K+] (potassium bis(trimethylsilyl)amide), FC1=CC2=C(N(C(CC(N2C2=CC=CC=C2)=O)=O)CC(=O)N(C2=CC=C(C=C2)OC)C(C)C)C=C1F (2-(7,8-difluoro-2,4-dioxo-5-phenyl-2,3,4,5-tetrahydro-benzo[b][1,4]diazepin-1-yl)-N-isopropyl-N-(4-methoxy-phenyl)-acetamide), BrCC1=NN(C2=CC=CC=C12)C(=O)OC(C)(C)C (3-bromomethyl-1-tert-butoxycarbonyl-1H-indazole). The solvent is CN(C=O)C (dimethylformamide). Run at time 5 minute. Product: FC1=CC2=C(N(C(C(C(N2C2=CC=CC=C2)=O)CC2=NN(C3=CC=CC=C23)C(=O)OC(C)(C)C)=O)CC(=O)N(C2=CC=C(C=C2)OC)C(C)C)C=C1F (2-[7,8-Difluoro-3-(1-tert-butoxycarbonyl-indazol-3-ylmethyl)-2,4-dioxo-5-phenyl-2,3,4,5-tetrahydro-benzo[b][1,4]diazepin-1-yl]-N-isopropyl-N-(4-methoxy-phenyl)-acetamide). Yield: 71.6%. As a reaction SMILES: [F:1][C:2]1[C:35]([F:36])=[CH:34][C:5]2[N:6]([CH2:19][C:20]([N:22]([CH:31]([CH3:33])[CH3:32])[C:23]3[CH:28]=[CH:27][C:26]([O:29][CH3:30])=[CH:25][CH:24]=3)=[O:21])[C:7](=[O:18])[CH2:8][C:9](=[O:17])[N:10]([C:11]3[CH:16]=[CH:15][CH:14]=[CH:13][CH:12]=3)[C:4]=2[CH:3]=1.C[Si]([N-][Si](C)(C)C)(C)C.[K+].Br[CH2:48][C:49]1[C:57]2[C:52](=[CH:53][CH:54]=[CH:55][CH:56]=2)[N:51]([C:58]([O:60][C:61]([CH3:64])([CH3:63])[CH3:62])=[O:59])[N:50]=1>CN(C)C=O>[F:1][C:2]1[C:35]([F:36])=[CH:34][C:5]2[N:6]([CH2:19][C:20]([N:22]([CH:31]([CH3:32])[CH3:33])[C:23]3[CH:24]=[CH:25][C:26]([O:29][CH3:30])=[CH:27][CH:28]=3)=[O:21])[C:7](=[O:18])[CH:8]([CH2:48][C:49]3[C:57]4[C:52](=[CH:53][CH:54]=[CH:55][CH:56]=4)[N:51]([C:58]([O:60][C:61]([CH3:64])([CH3:63])[CH3:62])=[O:59])[N:50]=3)[C:9](=[O:17])[N:10]([C:11]3[CH:12]=[CH:13][CH:14]=[CH:15][CH:16]=3)[C:4]=2[CH:3]=1 |f:1.2|. Procedure: To a solution of 0.500 g of 2-(7,8-difluoro-2,4-dioxo-5-phenyl-2,3,4,5-tetrahydro-benzo[b][1,4]diazepin-1-yl)-N-isopropyl-N-(4-methoxy-phenyl)-acetamide, prepared as in Part B, (1.013 mmol) in 5 mL dimethylformamide at 0° C. under nitrogen is added 2.43 mL (1.22 mmol, 1.2 equiv) potassium bis(trimethylsilyl)amide (0.5M in toluene) dropwise over 5 min. After stirring 5 min., 346 mg of 3-bromomethyl-1-tert-butoxycarbonyl-1H-indazole (1.11 mmol, 1.1 equiv) is added. After 1 h at 0° C., the reaction... Starting materials: C1CCOC1, COC(=O)C(C)(C)NC(=O)c1ccc2ccccc2c1C#CCCc1ccccc1, CO, [Na+], [OH-]. Yields the product CC(C)(NC(=O)c1ccc2ccccc2c1C#CCCc1ccccc1)C(=O)O. Reaction SMILES: [CH2:35]1[O:36][CH2:37][CH2:38][CH2:39]1.[CH3:1][O:2][C:3]([C:4]([CH3:5])([NH:6][C:7](=[O:8])[c:9]1[c:10]([C:19]#[C:20][CH2:21][CH2:22][c:23]2[cH:24][cH:25][cH:26][cH:27][cH:28]2)[c:11]2[cH:12][cH:13][cH:14][cH:15][c:16]2[cH:17][cH:18]1)[CH3:29])=[O:30].[CH3:33][OH:34].[Na+:32].[OH-:31]>>[O:2]=[C:3]([C:4]([CH3:5])([NH:6][C:7](=[O:8])[c:9]1[c:10]([C:19]#[C:20][CH2:21][CH2:22][c:23]2[cH:24][cH:25][cH:26][cH:27][cH:28]2)[c:11]2[cH:12][cH:13][cH:14][cH:15][c:16]2[cH:17][cH:18]1)[CH3:29])[OH:30]. Reactants: Cl (HCl), CC1=CC(=NO1)C(=O)N[C@H]1CCCCC\C=C/C2[C@](NC([C@H]3N(C1=O)C[C@@H](C3)OC(C3=CC=C(C=C3)[N+](=O)[O-])=O)=O)(C2)C(=O)OCC ((2R,6S,14aR,16aS,Z)-ethyl 6-(5-methylisoxazole-3-carboxamido)-2-(4-nitrobenzoyloxy)-5,16-dioxo-1,2,3,5,6,7,8,9,10,11,13a,14,14a,15,16,16a-hexadecahydrocyclopropa[e]pyrrolo[1,2-a][1,4]diazacyclopentadecine-14a-carboxylate), C1CCOC1 (THF), [Li+].[OH-] (LiOH). The solvent is ClCCl (dichloromethane). Conditions: temperature 0 celsius, time 1 hour. Yields the product O[C@@H]1C[C@@H]2N(C([C@H](CCCCC\C=C/C3[C@](NC2=O)(C3)C(=O)OCC)NC(=O)C3=NOC(=C3)C)=O)C1 ((2R,6S,14aR,16aS,Z)-ethyl 2-hydroxy-6-(5-methylisoxazole-3-carboxamido)-5,16-dioxo-1,2,3,5,6,7,8,9,10,11,13a,14,14a,15,16,16a-hexadecahydrocyclopropa[e]pyrrolo[1,2-a][1,4]diazacyclopentadecine-14a-carboxylate). Isolated yield 15.7%. RXN SMILES: [CH3:1][C:2]1[O:6][N:5]=[C:4]([C:7]([NH:9][C@@H:10]2[C:24](=[O:25])[N:23]3[CH2:26][C@H:27]([O:29]C(=O)C4C=CC([N+]([O-])=O)=CC=4)[CH2:28][C@H:22]3[C:21](=[O:41])[NH:20][C@:19]3([C:43]([O:45][CH2:46][CH3:47])=[O:44])[CH2:42][CH:18]3[CH:17]=[CH:16][CH2:15][CH2:14][CH2:13][CH2:12][CH2:11]2)=[O:8])[CH:3]=1.C1COCC1.[Li+].[OH-].Cl>ClCCl>[OH:29][C@H:27]1[CH2:26][N:23]2[C:24](=[O:25])[C@@H:10]([NH:9][C:7]([C:4]3[CH:3]=[C:2]([CH3:1])[O:6][N:5]=3)=[O:8])[CH2:11][CH2:12][CH2:13][CH2:14][CH2:15][CH:16]=[CH:17][CH:18]3[CH2:42][C@@:19]3([C:43]([O:45][CH2:46][CH3:47])=[O:44])[NH:20][C:21](=[O:41])[C@@H:22]2[CH2:28]1 |f:2.3|. Procedure: To a solution of (2R,6S,14aR,16aS,Z)-ethyl 6-(5-methylisoxazole-3-carboxamido)-2-(4-nitrobenzoyloxy)-5,16-dioxo-1,2,3,5,6,7,8,9,10,11,13a,14,14a,15,16,16a-hexadecahydrocyclopropa[e]pyrrolo[1,2-a][1,4]diazacyclopentadecine-14a-carboxylate (64.6 g solution, 15.5% w/w solution in THF, 10 g starting material) was added THF (34 mL). The solution was then cooled to 0° C. and a solution of 0.5M LiOH (33.8 mL) was added dropwise keeping the temperature below 5° C. After 1 hour, the reaction was diluted ...